describe an organic reaction: reactants, conditions, products, and yield From a dataset of the Open Reaction Database (ORD), a public repository of structured organic reaction records. Starting materials: C(C=CC)N1C(=C(C=2C1=C(N=NC2)Cl)C)C (1-(2-butenyl)-7-chloro-2,3-dimethylpyrrolo[2,3-d]pyridazine), FC1=C(CO)C=CC(=C1)F (2,4-difluorobenzyl alcohol). Product: C(C=CC)N1C(=C(C=2C1=C(N=NC2)OCC2=C(C=C(C=C2)F)F)C)C (1-(2-Butenyl)-7-(2,4-difluorobenzyloxy)-2,3-dimethylpyrrolo[2,3-d]pyridazine). The yield is 43.1%. RXN SMILES: [CH2:1]([N:5]1[C:9]2=[C:10](Cl)[N:11]=[N:12][CH:13]=[C:8]2[C:7]([CH3:15])=[C:6]1[CH3:16])[CH:2]=[CH:3][CH3:4].[F:17][C:18]1[CH:25]=[C:24]([F:26])[CH:23]=[CH:22][C:19]=1[CH2:20][OH:21]>>[CH2:1]([N:5]1[C:9]2=[C:10]([O:21][CH2:20][C:19]3[CH:22]=[CH:23][C:24]([F:26])=[CH:25][C:18]=3[F:17])[N:11]=[N:12][CH:13]=[C:8]2[C:7]([CH3:15])=[C:6]1[CH3:16])[CH:2]=[CH:3][CH3:4]. Procedure: The title compound (cis/trans=18/82) was prepared as a pale yellow powder in 43.1% yield in a similar procedure to that described in Example 1 by using 1-(2-butenyl)-7-chloro-2,3-dimethylpyrrolo[2,3-d]pyridazine (cis/trans=21/79) and 2,4-difluorobenzyl alcohol. The reactants are CC=1C=CC2=C(SC(=C2C(=O)OCC)NC2=C(C=CC=C2)[N+](=O)[O-])C1 (ethyl 6-methyl-2-(2-nitroanilino)benzo[b]thiophene-3-carboxylate), crude crystals, [Sn+2] (tin(II)), NC1=C(C2=C(S1)C=C(C=C2)C)C(=O)OCC (ethyl 2-amino-6-methylbenzo[b]thiophene-3-carboxylate), FC1=C(C=CC=C1)[N+](=O)[O-] (2-fluoronitrobenzene), Cl (hydrochloric acid). Solvent: C(C)O (ethanol), CS(=O)C (dimethyl sulfoxide). The product is dihydrate, NC1=C(NC2=C(C3=C(S2)C=C(C=C3)C)C(=O)OCC)C=CC=C1 (ethyl 2-(2-aminoanilino)-6-methylbenzo[b]thiophene-3-carboxylate). Reaction SMILES: NC1SC2C=C(C)C=CC=2C=1C(OCC)=O.FC1C=CC=CC=1[N+]([O-])=O.[CH3:27][C:28]1[CH:29]=[CH:30][C:31]2[C:35]([C:36]([O:38][CH2:39][CH3:40])=[O:37])=[C:34]([NH:41][C:42]3[CH:47]=[CH:46][CH:45]=[CH:44][C:43]=3[N+:48]([O-])=O)[S:33][C:32]=2[CH:51]=1.Cl.[Sn+2]>C(O)C.CS(C)=O>[NH2:48][C:43]1[CH:44]=[CH:45][CH:46]=[CH:47][C:42]=1[NH:41][C:34]1[S:33][C:32]2[CH:51]=[C:28]([CH3:27])[CH:29]=[CH:30][C:31]=2[C:35]=1[C:36]([O:38][CH2:39][CH3:40])=[O:37]. Procedure: In the same manner as in Starting Material Synthesis Example 4 and using ethyl 2-amino-6-methylbenzo[b]thiophene-3-carboxylate (4.18 g), 2-fluoronitrobenzene (2.5 g) and dimethyl sulfoxide (50 ml), crude crystals (7.5 g) of ethyl 6-methyl-2-(2-nitroanilino)benzo[b]thiophene-3-carboxylate were obtained. Without purification, in the same manner as in Starting Material Synthesis Example 21 and using ethanol (50 ml), 18% hydrochloric acid (70 ml) and tin(II) chlorihe.dihydrate (16 g), ethyl 2-(2-ami... Product: CC1CN(Cc2cnc(-c3cccnc3N3CCC4(CC3)OCCO4)s2)CC(C)N1. Reactants: CC(=O)O[BH-](OC(C)=O)OC(C)=O, CC1CNCC(C)N1, O=Cc1cnc(-c2cccnc2N2CCC3(CC2)OCCO3)s1, ClCCCl, ClCCl, [Na+]. As a reaction SMILES: [C:32]([O:33][BH-:34]([O:35][C:36](=[O:37])[CH3:38])[O:39][C:40](=[O:41])[CH3:42])(=[O:43])[CH3:44].[CH3:24][CH:25]1[NH:26][CH:27]([CH3:31])[CH2:28][NH:29][CH2:30]1.[CH:1](=[O:2])[c:3]1[cH:4][n:5][c:6](-[c:8]2[c:9]([N:14]3[CH2:15][CH2:16][C:17]4([O:18][CH2:19][CH2:20][O:21]4)[CH2:22][CH2:23]3)[n:10][cH:11][cH:12][cH:13]2)[s:7]1.[Cl:46][CH2:47][CH2:48][Cl:49].[Cl:50][CH2:51][Cl:52].[Na+:45]>>[CH2:1]([c:3]1[cH:4][n:5][c:6](-[c:8]2[c:9]([N:14]3[CH2:15][CH2:16][C:17]4([O:18][CH2:19][CH2:20][O:21]4)[CH2:22][CH2:23]3)[n:10][cH:11][cH:12][cH:13]2)[s:7]1)[N:29]1[CH2:28][CH:27]([CH3:31])[NH:26][CH:25]([CH3:24])[CH2:30]1. The reactants are C1CCOC1, NS(=O)(=O)OCCOc1ccc(OCc2ccccc2)cc1. Yields the product NS(=O)(=O)OCCOc1ccc(O)cc1. As a reaction SMILES: [O:23]1[CH2:24][CH2:25][CH2:26][CH2:27]1.[c:1]1([CH2:2][O:8][c:9]2[cH:10][cH:11][c:12]([O:13][CH2:14][CH2:15][O:16][S:17]([NH2:18])(=[O:19])=[O:20])[cH:21][cH:22]2)[cH:3][cH:4][cH:5][cH:6][cH:7]1>>[OH:8][c:9]1[cH:10][cH:11][c:12]([O:13][CH2:14][CH2:15][O:16][S:17]([NH2:18])(=[O:19])=[O:20])[cH:21][cH:22]1. Reactants: BrCCCOCc1ccccc1, O=C([O-])[O-], CCC(C)=O, [K+], [K+], CC(C)(C)OC(=O)N1CC(O)C(c2ccc(O)cc2)C(CO)C1. Product: CC(C)(C)OC(=O)N1CC(O)C(c2ccc(OCCCOCc3ccccc3)cc2)C(CO)C1. As a reaction SMILES: [Br:24][CH2:25][CH2:26][CH2:27][O:28][CH2:29][c:30]1[cH:31][cH:32][cH:33][cH:34][cH:35]1.[C:36](=[O:37])([O-:38])[O-:39].[CH3:42][CH2:43][C:44](=[O:45])[CH3:46].[K+:40].[K+:41].[OH:1][CH:2]1[CH2:3][N:4]([C:17](=[O:18])[O:19][C:20]([CH3:21])([CH3:22])[CH3:23])[CH2:5][CH:6]([CH2:15][OH:16])[CH:7]1[c:8]1[cH:9][cH:10][c:11]([OH:14])[cH:12][cH:13]1>>[OH:1][CH:2]1[CH2:3][N:4]([C:17](=[O:18])[O:19][C:20]([CH3:21])([CH3:22])[CH3:23])[CH2:5][CH:6]([CH2:15][OH:16])[CH:7]1[c:8]1[cH:9][cH:10][c:11]([O:14][CH2:25][CH2:26][CH2:27][O:28][CH2:29][c:30]2[cH:31][cH:32][cH:33][cH:34][cH:35]2)[cH:12][cH:13]1. The reactants are Cc1ccc(CC(=O)O)cc1, Cc1ccc(CCl)cc1, CO, [Mn], [Na+], [Na+], O=S([O-])S(=O)[O-]. The product is COC(=O)Cc1ccc(C)cc1. RXN SMILES: [CH3:18][c:19]1[cH:20][cH:21][c:22]([CH2:25][C:26](=[O:27])[OH:28])[cH:23][cH:24]1.[CH3:1][c:2]1[cH:3][cH:4][c:5]([CH2:6][Cl:7])[cH:8][cH:9]1.[CH3:29][OH:30].[Mn:31].[Na+:16].[Na+:17].[S:10]([S:11]([O-:12])=[O:13])([O-:14])=[O:15]>>[CH3:1][O:27][C:26]([CH2:25][c:22]1[cH:21][cH:20][c:19]([CH3:18])[cH:24][cH:23]1)=[O:28].